Dataset: the Open Reaction Database (ORD), a public repository of structured organic reaction records. Task: describe an organic reaction: reactants, conditions, products, and yield Reactants: O (Water), ClC1=C(C=CC(=C1)Cl)C1(CC1)C#N (1-(2,4-Dichloro-phenyl)-cyclopropanecarbonitrile), OO (hydrogen peroxide), C([O-])([O-])=O.[K+].[K+] (Potassium carbonate). Solvent: CS(=O)C (DMSO). Reaction conditions: temperature 0 celsius, time 1 hour. Product: ClC1=C(C=CC(=C1)Cl)C1(CC1)C(=O)N (1-(2,4-Dichloro-phenyl)-cyclopropanecarboxylic acid amide). Reaction SMILES: [Cl:1][C:2]1[CH:7]=[C:6]([Cl:8])[CH:5]=[CH:4][C:3]=1[C:9]1([C:12]#[N:13])[CH2:11][CH2:10]1.C(=O)([O-])[O-:15].[K+].[K+].OO.O>CS(C)=O>[Cl:1][C:2]1[CH:7]=[C:6]([Cl:8])[CH:5]=[CH:4][C:3]=1[C:9]1([C:12]([NH2:13])=[O:15])[CH2:10][CH2:11]1 |f:1.2.3|. Reported procedure: 1-(2,4-Dichloro-phenyl)-cyclopropanecarbonitrile (2.1 g, 10 mmol) was dissolved in DMSO (10 ml) and the solution cooled to 0° C. using an ice bath. Potassium carbonate (0.2 g, 1.5 mmol) was then added, followed by commercial 30% aqueous hydrogen peroxide (2 mL). The reaction was then allowed to warm to room temperature with stirring over 1 h. Water (20 mL) was added and the 1-(2,4-dichloro-phenyl)-cyclopropanecarboxylic acid amide collected as a white solid. Yield: 2.1 g (90%).